Dataset: the Open Reaction Database (ORD), a public repository of structured organic reaction records. Task: describe an organic reaction: reactants, conditions, products, and yield Reactants: C(C)(C)(C)OC(=O)N1C[C@H]([C@H](CC1)NC(=O)OCC1=CC=CC=C1)OC(C1=CC=C(C=C1)[N+](=O)[O-])=O ((±)-cis-4-benzyloxycarbonylamino-3-(4-nitro-benzoyloxy)-piperidine-1-carboxylic acid tert-butyl ester), [Li+].[OH-] (LiOH). Run in O (water), C1CCOC1 (THF). Run at temperature 0 celsius, time 30 minute. Yields the product C(C)(C)(C)OC(=O)N1C[C@H]([C@H](CC1)NC(=O)OCC1=CC=CC=C1)O ((±)-cis-4-benzyloxycarbonylamino-3-hydroxy-piperidine-1-carboxylic acid tert-butyl ester). RXN SMILES: [C:1]([O:5][C:6]([N:8]1[CH2:13][CH2:12][C@H:11]([NH:14][C:15]([O:17][CH2:18][C:19]2[CH:24]=[CH:23][CH:22]=[CH:21][CH:20]=2)=[O:16])[C@H:10]([O:25]C(=O)C2C=CC([N+]([O-])=O)=CC=2)[CH2:9]1)=[O:7])([CH3:4])([CH3:3])[CH3:2].[Li+].[OH-]>C1COCC1.O>[C:1]([O:5][C:6]([N:8]1[CH2:13][CH2:12][C@H:11]([NH:14][C:15]([O:17][CH2:18][C:19]2[CH:20]=[CH:21][CH:22]=[CH:23][CH:24]=2)=[O:16])[C@H:10]([OH:25])[CH2:9]1)=[O:7])([CH3:4])([CH3:2])[CH3:3] |f:1.2|. Reported procedure: To a stirred solution of (±)-cis-4-benzyloxycarbonylamino-3-(4-nitro-benzoyloxy)-piperidine-1-carboxylic acid tert-butyl ester (0.63 mmol, 0.315 g) in THF (5 mL) at 0° C. was added LiOH (0.16 g) dissolved in water (1.5 mL) and continued stirring at 0° C. for 30 min followed by 2 h at room temperature. The reaction mixture was concentrated under reduced pressure. The residue was dissolved in water (10 mL) and extracted with ethyl acetate. The combined organic layers were dried, filtered and conce...